From a dataset of the Open Reaction Database (ORD), a public repository of structured organic reaction records. describe an organic reaction: reactants, conditions, products, and yield Starting materials: Cc1cc(C)cc(N2CCNCC2)c1, CCOC(=O)Nc1nc2cc(Cl)ccc2nc1OC. Product: COc1nc2ccc(Cl)cc2nc1NC(=O)N1CCN(c2cc(C)cc(C)c2)CC1. As a reaction SMILES: [CH3:20][c:21]1[cH:22][c:23]([N:28]2[CH2:29][CH2:30][NH:31][CH2:32][CH2:33]2)[cH:24][c:25]([CH3:27])[cH:26]1.[Cl:1][c:2]1[cH:3][c:4]2[n:5][c:6]([NH:14][C:15]([O:16][CH2:17][CH3:18])=[O:19])[c:7]([O:12][CH3:13])[n:8][c:9]2[cH:10][cH:11]1>>[Cl:1][c:2]1[cH:3][c:4]2[n:5][c:6]([NH:14][C:15](=[O:19])[N:31]3[CH2:30][CH2:29][N:28]([c:23]4[cH:22][c:21]([CH3:20])[cH:26][c:25]([CH3:27])[cH:24]4)[CH2:33][CH2:32]3)[c:7]([O:12][CH3:13])[n:8][c:9]2[cH:10][cH:11]1. Reactants: CO, CCC=Cc1cncn1C1c2ccccc2C(=O)OC1(C)C. Product: CCCCc1cncn1C1c2ccccc2C(=O)OC1(C)C. RXN SMILES: [CH3:23][OH:24].[CH:1](=[CH:2][CH2:3][CH3:4])[c:5]1[cH:6][n:7][cH:8][n:9]1[CH:10]1[C:11]([CH3:21])([CH3:22])[O:12][C:13](=[O:20])[c:14]2[cH:15][cH:16][cH:17][cH:18][c:19]21>>[CH2:1]([CH2:2][CH2:3][CH3:4])[c:5]1[cH:6][n:7][cH:8][n:9]1[CH:10]1[C:11]([CH3:21])([CH3:22])[O:12][C:13](=[O:20])[c:14]2[cH:15][cH:16][cH:17][cH:18][c:19]21. Starting materials: CC(C)(C)OC(=O)N1CCC(n2cc(C(=O)Nc3n[nH]c4ccc(OCc5ccccc5)cc34)cn2)CC1, Cl, C1COCCO1. The product is O=C(Nc1n[nH]c2ccc(OCc3ccccc3)cc12)c1cnn(C2CCNCC2)c1, Cl. Reaction SMILES: [CH2:1]([c:2]1[cH:3][cH:4][cH:5][cH:6][cH:7]1)[O:8][c:9]1[cH:10][c:11]2[c:12]([NH:18][C:19](=[O:20])[c:21]3[cH:22][n:23][n:24]([CH:26]4[CH2:27][CH2:28][N:29]([C:32]([O:33][C:34]([CH3:35])([CH3:36])[CH3:37])=[O:38])[CH2:30][CH2:31]4)[cH:25]3)[n:13][nH:14][c:15]2[cH:16][cH:17]1.[ClH:39].[O:40]1[CH2:41][CH2:42][O:43][CH2:44][CH2:45]1>>[CH2:1]([c:2]1[cH:3][cH:4][cH:5][cH:6][cH:7]1)[O:8][c:9]1[cH:10][c:11]2[c:12]([NH:18][C:19](=[O:20])[c:21]3[cH:22][n:23][n:24]([CH:26]4[CH2:27][CH2:28][NH:29][CH2:30][CH2:31]4)[cH:25]3)[n:13][nH:14][c:15]2[cH:16][cH:17]1.[ClH:39]. Starting materials: COC(=O)C1=CC2=C(S1)SC(=C2)S(=O)(=O)N (5-Methoxycarbonylthieno[2,3-b]thiophene-2-sulfonamide), OC(CN)CO (2,3-dihydroxypropylamine). Solvent: CO (methanol). The product is OC(CNC(=O)C1=CC2=C(S1)SC(=C2)S(=O)(=O)N)CO (5-(N-2,3-dihydroxypropylcarbamoyl)thieno[2,3-b]thiophene-2-sulfonamide). The yield is 72.3%. As a reaction SMILES: CO[C:3]([C:5]1[S:9][C:8]2[S:10][C:11]([S:13]([NH2:16])(=[O:15])=[O:14])=[CH:12][C:7]=2[CH:6]=1)=[O:4].[OH:17][CH:18]([CH2:21][OH:22])[CH2:19][NH2:20]>CO>[OH:17][CH:18]([CH2:21][OH:22])[CH2:19][NH:20][C:3]([C:5]1[S:9][C:8]2[S:10][C:11]([S:13]([NH2:16])(=[O:14])=[O:15])=[CH:12][C:7]=2[CH:6]=1)=[O:4]. Procedure: 5-Methoxycarbonylthieno[2,3-b]thiophene-2-sulfonamide (0.83 g., 3 mmoles) and 2,3-dihydroxypropylamine (1.37 g., 15 mmoles) were dissolved in hot methanol and refluxed for 48 hours. The reaction was worked up by evaporating the methanol in vacuo. Water (7 mL) was added followed by the dropwise addition of conc. HCl until strongly acidic (~1.8 pH). The product crystallized out and was collected, washed with water and dried to give 0.90 g of crude product. Recrystallization from nitromethane gave ... Starting materials: CC1=C(C=CC=C1)S(=O)(=O)N=C(OC)SC (O-methyl S-methyl N-(2-methylphenylsulfonyl)carbonimidothioate), S(=O)(=O)(Cl)Cl (sulfuryl chloride). The solvent is C(Cl)Cl (methylene chloride). Reaction conditions: time 2 hour. The product is CC1=C(C=CC=C1)S(=O)(=O)N=C(OC)Cl (methyl N-(2-methylphenylsulfonyl)carbonimidochloridate). Yield: 77.0%. RXN SMILES: [CH3:1][C:2]1[CH:7]=[CH:6][CH:5]=[CH:4][C:3]=1[S:8]([N:11]=[C:12](SC)[O:13][CH3:14])(=[O:10])=[O:9].S(Cl)([Cl:20])(=O)=O>C(Cl)Cl>[CH3:1][C:2]1[CH:7]=[CH:6][CH:5]=[CH:4][C:3]=1[S:8]([N:11]=[C:12]([Cl:20])[O:13][CH3:14])(=[O:10])=[O:9]. Procedure: To 6.8 g of O-methyl S-methyl N-(2-methylphenylsulfonyl)carbonimidothioate in 20 ml of methylene chloride is added 6.8 g of sulfuryl chloride. The reaction mixture is stirred under a nitrogen atmosphere at ambient temperature for 2 hours, and then refluxed for an additional 2 hours. Removal of the solvent under reduced pressure gives 5.0 g of methyl N-(2-methylphenylsulfonyl)carbonimidochloridate as a light yellow oil. This product is used without further purification in the reaction described i... Product: C(C)(C)(C)OC(=O)N[C@@H]([C@@H](C)CC)C(=O)O (N-tert-butoxycarbonyl-L-isoleucine). Solvent: C(C)(C)(C)O (tert-butyl alcohol). Yield: 103.7%. Starting materials: C(C)(C)(C)OC(=O)ON=C(C(=O)OCC)C(=O)OCC (diethyl 2-tert-butoxycarbonyloxyiminomalonate), N[C@@H]([C@@H](C)CC)C(=O)O (L-isoleucine), [OH-].[Na+] (sodium hydroxide). RXN SMILES: [C:1]([O:5][C:6]([O:8]N=C(C(OCC)=O)C(OCC)=O)=O)([CH3:4])([CH3:3])[CH3:2].[NH2:21][C@H:22]([C:27]([OH:29])=[O:28])[C@H:23]([CH2:25][CH3:26])[CH3:24].[OH-].[Na+]>C(O)(C)(C)C>[C:1]([O:5][C:6]([NH:21][C@H:22]([C:27]([OH:29])=[O:28])[C@H:23]([CH2:25][CH3:26])[CH3:24])=[O:8])([CH3:2])([CH3:3])[CH3:4] |f:2.3|. Conditions: time 3 hour. Procedure: A solution of diethyl 2-tert-butoxycarbonyloxyiminomalonate (1.9 g.) in tert-butyl alcohol (5 ml.) was added to a solution of L-isoleucine (656 mg.) in a 1N sodium hydroxide aqueous solution (5.0 ml.), and the mixture was stirred for 3 hours at room temperature. tert-Butyl alcohol was removed from the reaction mixture under reduced pressure and water was added to the residue. The mixture was washed with ether, adjusted to pH 3 with a 5% citric acid aqueous solution and extracted with ethyl aceta... The reactants are BrCC1=C(OC2=C(C1=O)C=C(C=C2)Cl)C2=CC=C(CP(OCC)(OCC)=O)C=C2 (diethyl 4-(3-bromomethyl-6-chloro-4H-1-benzopyran-4-on-2-yl)benzylphosphonate), [C-]#N.[Na+] (sodium cyanide). Run in O (water), C(C)O (ethanol), O (water). Product: ClC=1C=CC2=C(C(C(=C(O2)C2=CC=C(CP(OCC)(OCC)=O)C=C2)CC#N)=O)C1 (diethyl 4-(6-chloro-3-cyanomethyl-4H-1-benzopyran-4-on-2-yl)benzylphosphonate). RXN SMILES: Br[CH2:2][C:3]1[C:8](=[O:9])[C:7]2[CH:10]=[C:11]([Cl:14])[CH:12]=[CH:13][C:6]=2[O:5][C:4]=1[C:15]1[CH:29]=[CH:28][C:18]([CH2:19][P:20](=[O:27])([O:24][CH2:25][CH3:26])[O:21][CH2:22][CH3:23])=[CH:17][CH:16]=1.[C-:30]#[N:31].[Na+]>C(O)C.O>[Cl:14][C:11]1[CH:12]=[CH:13][C:6]2[O:5][C:4]([C:15]3[CH:29]=[CH:28][C:18]([CH2:19][P:20](=[O:27])([O:21][CH2:22][CH3:23])[O:24][CH2:25][CH3:26])=[CH:17][CH:16]=3)=[C:3]([CH2:2][C:30]#[N:31])[C:8](=[O:9])[C:7]=2[CH:10]=1 |f:1.2|. Procedure: A 2.0 g quantity of the compound obtained in Example 23 was dissolved in a mixture of 5 ml of ethanol and 0.6 ml of water. After addition of 0.48 g of sodium cyanide with stirring at room temperature, the reaction mixture was refluxed with heating for 12 hours. After addition of 20 ml of water, the reaction mixture was extracted with ethyl acetate. The ethyl acetate layer was washed serially with 20 ml of water and 20 ml of brine and dried over Glauber's salt. The solvent was distilled off under...